Dataset: the Open Reaction Database (ORD), a public repository of structured organic reaction records. Task: describe an organic reaction: reactants, conditions, products, and yield Reactants: N([C@@H]([C@@H](C)CC)C(=O)N1[C@H](C(=O)OCC2=CC=CC=C2)CCC1)C(=O)OC(C)(C)C (Boc-L-Ile-L-Pro-OBzl), C(=O)(C(F)(F)F)O (TFA), C(=O)(C(F)(F)F)O (TFA). Conditions: time 30 minute. The product is N[C@@H]([C@@H](C)CC)C(=O)N1[C@H](C(=O)OCC2=CC=CC=C2)CCC1.FC(F)(F)C(=O)O (H-L-Ile-L-Pro-OBzl-TFA). RXN SMILES: [NH:1](C(OC(C)(C)C)=O)[C@H:2]([C:7]([N:9]1[CH2:23][CH2:22][CH2:21][C@H:10]1[C:11]([O:13][CH2:14][C:15]1[CH:20]=[CH:19][CH:18]=[CH:17][CH:16]=1)=[O:12])=[O:8])[C@H:3]([CH2:5][CH3:6])[CH3:4].[C:31]([OH:37])([C:33]([F:36])([F:35])[F:34])=[O:32]>>[NH2:1][C@H:2]([C:7]([N:9]1[CH2:23][CH2:22][CH2:21][C@H:10]1[C:11]([O:13][CH2:14][C:15]1[CH:16]=[CH:17][CH:18]=[CH:19][CH:20]=1)=[O:12])=[O:8])[C@H:3]([CH2:5][CH3:6])[CH3:4].[F:34][C:33]([C:31]([OH:37])=[O:32])([F:36])[F:35] |f:2.3|. Procedure: Boc-L-Ile-L-Pro-OBzl (1.63 g, 3.38 mmol) was dissolved in TFA (5 ml) and left with standing on ice for 30 minutes. On completion of the reaction, TFA was removed by evaporation, and the residue was vacuum-dried to obtain H-L-Ile-L-Pro-OBzl-TFA. The compound was dissolved in DMF (8 ml), and Boc-D-Tyr(Me)-OH (1.50 g, 5.07 mmol) was then added. HBTU (1.92 g, 5.07 mmol), HOBt.H2O (518 mg, 3.38 mmol), and triethylamine (2.37 ml, 16.9 mmol) were further added and stirred for three hours under ice-cool... Reactants: [OH-].[Na+] (sodium hydroxide), OO (hydrogen peroxide), FC=1C(=C(C=CC1)Br)C(F)(F)F (3-fluoro-2-(trifluoromethyl)bromobenzene), [Li] (lithium), B(OC)(OC)OC (Trimethyl borate). Solvent: C(C)OCC (diethyl ether), O1CCCC1 (tetrahydrofuran). Run at time 30 minute. The product is FC=1C(=C(C=CC1)O)C(F)(F)F (3-Fluoro-2-(trifluoromethyl)phenol). The yield is 40.0%. As a reaction SMILES: [F:1][C:2]1[C:3]([C:9]([F:12])([F:11])[F:10])=[C:4](Br)[CH:5]=[CH:6][CH:7]=1.[Li].B(OC)(OC)[O:15]C.[OH-].[Na+].OO>O1CCCC1.C(OCC)C>[F:1][C:2]1[C:3]([C:9]([F:12])([F:11])[F:10])=[C:4]([OH:15])[CH:5]=[CH:6][CH:7]=1 |f:3.4,^1:12|. Procedure details: A solution of 3-fluoro-2-(trifluoromethyl)bromobenzene (1 g, 4.1 mmol) in tetrahydrofuran (25 mL) was added dropwise to nbutyl lithium (2.5M in hexanes, 3.2 mL, 8 mmol), at −78° C., and the mixture was stirred at this temperature for 30 minutes. Trimethyl borate (1.84 mL, 16.4 mmol) was added and the reaction mixture was stirred at −78° C. for a further 30 minutes and at room temperature for 18 hours. 2M sodium hydroxide solution (4 mL) and 35% hydrogen peroxide solution (2 mL) were then added a... Reactants: C(CCCCCCC)ON1C(CC(CC1(C)C)=O)(C)C (1-octyloxy-2,2,6,6-tetramethylpiperidin-4-one), OCC(C)(CO)CO (1,1,1-tris(hydroxymethyl)ethane), C1(=CC=C(C=C1)S(=O)(=O)O)C (p-toluenesulfonic acid). The solvent is C1(=CC=CC=C1)C (toluene). Yields the product OCC1(COC2(OC1)CC(N(C(C2)(C)C)OCCCCCCCC)(C)C)C (3-Hydroxymethyl-9-octyloxy-3,8,8,10,10-pentamethyl-9-aza-1,5-dioxaspiro[5.5 ]undecane). Isolated yield 14.1%. As a reaction SMILES: [CH2:1]([O:9][N:10]1[C:15]([CH3:17])([CH3:16])[CH2:14][C:13](=[O:18])[CH2:12][C:11]1([CH3:20])[CH3:19])[CH2:2][CH2:3][CH2:4][CH2:5][CH2:6][CH2:7][CH3:8].[OH:21][CH2:22][C:23]([CH2:27]O)([CH2:25][OH:26])[CH3:24].C1(C)C=CC(S(O)(=O)=O)=CC=1>C1(C)C=CC=CC=1>[OH:21][CH2:22][C:23]1([CH3:27])[CH2:25][O:26][C:13]2([CH2:14][C:15]([CH3:17])([CH3:16])[N:10]([O:9][CH2:1][CH2:2][CH2:3][CH2:4][CH2:5][CH2:6][CH2:7][CH3:8])[C:11]([CH3:19])([CH3:20])[CH2:12]2)[O:18][CH2:24]1. Reported procedure: A mixture of 11.0 grams (38.5 mmol) of 1-octyloxy-2,2,6,6-tetramethylpiperidin-4-one, 10.2 grams (84.9 mmol) of 1,1,1-tris(hydroxymethyl)ethane, 1.4 grams of p-toluenesulfonic acid and 100 ml of toluene is heated at reflux for four hours. Water is collected in a Dean-Stark trap. Purification of the reaction mixture by flash chromatography on silica gel affords 2.1 grams (14% yield) of the title compound as a colorless syrup. Starting materials: COc1ncnc2c1CN(c1ccc(C)cc1C#N)CC2, CN(C)c1ccccc1, CN(C)C=O, CC#N, [Na+], [OH-], O=P(Cl)(Cl)Cl. Yields the product Cc1ccc(N2CCc3ncnc(Cl)c3C2)c(C#N)c1. As a reaction SMILES: [CH3:1][O:2][c:3]1[c:4]2[c:5]([n:6][cH:7][n:8]1)[CH2:9][CH2:10][N:11]([c:13]1[c:14]([C:15]#[N:16])[cH:17][c:18]([CH3:21])[cH:19][cH:20]1)[CH2:12]2.[CH3:22][N:23]([c:24]1[cH:25][cH:26][cH:27][cH:28][cH:29]1)[CH3:30].[CH3:31][N:32]([CH3:33])[CH:34]=[O:35].[CH3:43][C:44]#[N:45].[Na+:42].[OH-:41].[P:36]([Cl:37])([Cl:38])([Cl:39])=[O:40]>>[c:3]1([Cl:38])[c:4]2[c:5]([n:6][cH:7][n:8]1)[CH2:9][CH2:10][N:11]([c:13]1[c:14]([C:15]#[N:16])[cH:17][c:18]([CH3:21])[cH:19][cH:20]1)[CH2:12]2. The solvent is C(C)#N (acetonitrile). Procedure details: A mixture of 2,3-dichloropyrazine (2.80 g, 18.8 mmol), racemic 2-methylpiperazine (1.88 g, 18.8 mmol) and K2CO3 (3.90 g, 28.2 mmol) in acetonitrile (25 mL) was heated at 65° C. for 15 h with stirring. The reaction mixture was filtered and concentrated. The crude product was purified by flash chromatography on silica gel using CHCl3/MeOH (15:1) as eluent to give 3.2 g (79%) of the title compound. MS m/z 213 (M+H)+. Reaction conditions: temperature 65 celsius. Starting materials: ClC1=NC=CN=C1Cl (2,3-dichloropyrazine), CC1NCCNC1 (racemic 2-methylpiperazine), C(=O)([O-])[O-].[K+].[K+] (K2CO3). Product: ClC1=NC=CN=C1N1CC(NCC1)C (2-Chloro-3-(3-methylpiperazin-1-yl)pyrazine). RXN SMILES: Cl[C:2]1[C:7]([Cl:8])=[N:6][CH:5]=[CH:4][N:3]=1.[CH3:9][CH:10]1[CH2:15][NH:14][CH2:13][CH2:12][NH:11]1.C([O-])([O-])=O.[K+].[K+]>C(#N)C>[Cl:8][C:7]1[C:2]([N:14]2[CH2:13][CH2:12][NH:11][CH:10]([CH3:9])[CH2:15]2)=[N:3][CH:4]=[CH:5][N:6]=1 |f:2.3.4|. The yield is 80.0%.